This data is from the Open Reaction Database (ORD), a public repository of structured organic reaction records. The task is: describe an organic reaction: reactants, conditions, products, and yield Reactants: C(C)(=O)NC1=CC=C(C=C1)S(=O)(=O)Cl (p-acetamidobenzenesulfonyl chloride), NC1=NN=C(S1)C(=O)OCC (ethyl 5-amino-1,3,4-thiadiazole-2-carboxylate), Cl (HCl). Run in N1=CC=CC=C1 (pyridine). Yields the product C(C)(=O)NC1=CC=C(C=C1)S(=O)(=O)NC1=NN=C(S1)C(=O)OCC (Ethyl 5-(4-Acetamidophenylsulfonamido)-1,3,4-thiadiazole-2-carboxylate). Isolated yield 73.0%. As a reaction SMILES: [C:1]([NH:4][C:5]1[CH:10]=[CH:9][C:8]([S:11](Cl)(=[O:13])=[O:12])=[CH:7][CH:6]=1)(=[O:3])[CH3:2].[NH2:15][C:16]1[S:20][C:19]([C:21]([O:23][CH2:24][CH3:25])=[O:22])=[N:18][N:17]=1.Cl>N1C=CC=CC=1>[C:1]([NH:4][C:5]1[CH:10]=[CH:9][C:8]([S:11]([NH:15][C:16]2[S:20][C:19]([C:21]([O:23][CH2:24][CH3:25])=[O:22])=[N:18][N:17]=2)(=[O:13])=[O:12])=[CH:7][CH:6]=1)(=[O:3])[CH3:2]. Procedure details: To a solution of p-acetamidobenzenesulfonyl chloride (1.98 g, 8.47 mmol) in pyridine (20 mL) was added ethyl 5-amino-1,3,4-thiadiazole-2-carboxylate (1.2 g, 7.06 mmol). The reaction mixture was stirred at room temperature for 4.5 h, than 2 M HCl (50 mL) was added to quench the reaction. The mixture was extracted with ethyl acetate (3×60 mL). The organic extracts were washed with water (50 mL), brine (50 mL), dried over Na2SO4, filtered, and concentrated. The residue was purified by chromatograph... Reactants: N1=C(C=CC=C1)OCC1=CC=C(CC2=NOC(=C2)C=2C(=NC=CC2)N)C=C1 (3-(3-(4-(Pyridin-2-yloxymethyl)-benzyl)-isoxazol-5-yl)-pyridin-2-yl amine), C(\C=C\C(=O)O)(=O)O (fumaric acid). The solvent is CO (methanol), C(C)(=O)OCC (ethyl acetate). Run at temperature 0 celsius. The product is C(\C=C\C(=O)O)(=O)O.N1=C(C=CC=C1)OCC1=CC=C(CC2=NOC(=C2)C=2C(=NC=CC2)N)C=C1.N1=C(C=CC=C1)OCC1=CC=C(CC2=NOC(=C2)C=2C(=NC=CC2)N)C=C1 (3-(3-(4-(Pyridin-2-yloxymethyl)-benzyl)-isoxazol-5-yl)-pyridin-2-yl amine hemifumarate). The yield is 58.5%. Reaction SMILES: [N:1]1[CH:6]=[CH:5][CH:4]=[CH:3][C:2]=1[O:7][CH2:8][C:9]1[CH:27]=[CH:26][C:12]([CH2:13][C:14]2[CH:18]=[C:17]([C:19]3[C:20]([NH2:25])=[N:21][CH:22]=[CH:23][CH:24]=3)[O:16][N:15]=2)=[CH:11][CH:10]=1.[C:28]([OH:35])(=[O:34])/[CH:29]=[CH:30]/[C:31]([OH:33])=[O:32]>CO.C(OCC)(=O)C>[C:28]([OH:35])(=[O:34])/[CH:29]=[CH:30]/[C:31]([OH:33])=[O:32].[N:1]1[CH:6]=[CH:5][CH:4]=[CH:3][C:2]=1[O:7][CH2:8][C:9]1[CH:27]=[CH:26][C:12]([CH2:13][C:14]2[CH:18]=[C:17]([C:19]3[C:20]([NH2:25])=[N:21][CH:22]=[CH:23][CH:24]=3)[O:16][N:15]=2)=[CH:11][CH:10]=1.[N:1]1[CH:6]=[CH:5][CH:4]=[CH:3][C:2]=1[O:7][CH2:8][C:9]1[CH:27]=[CH:26][C:12]([CH2:13][C:14]2[CH:18]=[C:17]([C:19]3[C:20]([NH2:25])=[N:21][CH:22]=[CH:23][CH:24]=3)[O:16][N:15]=2)=[CH:11][CH:10]=1 |f:4.5.6|. Procedure: 3-(3-(4-(Pyridin-2-yloxymethyl)-benzyl)-isoxazol-5-yl)-pyridin-2-yl amine (200 mg) was dissolved in methanol (2.67 mL) and ethyl acetate (2.67 mL), and fumaric acid (64.8 mg) was added thereto. The solvent was concentrated under a reduced pressure, and to the residue was added ethanol (10 mL), and dissolved by heating. Then, the solution was cooled to 0° C to be solidified. The solids were filtered to obtain the title compound (136 mg). The reactants are C1N2CN3CN1CN(C2)C3 (hexamethylenetetramine), ClC=1SC(=CC1)CCl (2-chloro-5-chloromethylthiophene). The solvent is C(Cl)(Cl)Cl (CHCl3). Yields the product ClC1=CC=C(S1)CC1N2CN3CN(CN1C3)C2 (5-chloro-2-[(1,3,5,7-tetraazatricyclo-[3.3.1.1(3,7)]decyl)methyl]thiophene). Yield: 99.5%. RXN SMILES: [CH2:1]1[N:6]2[CH2:7][N:8]3[CH2:10][N:4]([CH2:5]2)[CH2:3][N:2]1[CH2:9]3.[Cl:11][C:12]1[S:13][C:14]([CH2:17]Cl)=[CH:15][CH:16]=1>C(Cl)(Cl)Cl>[Cl:11][C:12]1[S:13][C:14]([CH2:17][CH:1]2[N:6]3[CH2:5][N:4]4[CH2:10][N:8]([CH2:9][N:2]2[CH2:3]4)[CH2:7]3)=[CH:15][CH:16]=1. Procedure: To a suspension of hexamethylenetetramine (HMTA) (3.12 g, 22.2 mmol) in CHCl3 (35 mL) was added 2-chloro-5-chloromethylthiophene (1.02 mL, 8.46 mmol). The reaction mixture was heated at reflux for 4 hr, cooled, and filtered to give white solid 5-chloro-2-[(1,3,5,7-tetraazatricyclo-[3.3.1.1(3,7)]decyl)methyl]thiophene (2.28 g, 88%). ES-MS (M)+=271, 273 (Cl). 1H-NMR (DMSO-d6): δ 4.27 (s, 2H), 4.39-4.57 (ABq, 6H), 5.06 (s, 6H), 7.21-7.24 (ABq, 2H).